This data is from the Open Reaction Database (ORD), a public repository of structured organic reaction records. The task is: describe an organic reaction: reactants, conditions, products, and yield The reactants are C(C)(C)(C)OC(=O)NCC1=CC(=C(OC=2C=C(C(=O)O)C=C(C2)OC2=CC=C(C=C2)C#N)C(=C1)F)F (3-[4-(tert-butoxycarbonylamino-methyl)-2,6-difluoro-phenoxy]-5-(4-cyano-phenoxy)-benzoic acid), C(C)(C)(C)OC(NC1CCC(CC1)N)=O ((4-amino-cyclohexyl)-carbamic acid tert-butyl ester). The product is C(C)(C)(C)OC(NC1CCC(CC1)NC(C1=CC(=CC(=C1)OC1=CC=C(C=C1)C#N)OC1=C(C=C(C=C1F)CNC(=O)OC(C)(C)C)F)=O)=O ({4-[3-[4-(tert-Butoxycarbonylamino-methyl)-2,6-difluoro-phenoxy]-5-(4-cyano-phenoxy)-benzoylamino]-cyclohexyl}-carbamic Acid Tert-butyl Ester). The yield is 48.1%. Reaction SMILES: [C:1]([O:5][C:6]([NH:8][CH2:9][C:10]1[CH:34]=[C:33]([F:35])[C:13]([O:14][C:15]2[CH:16]=[C:17]([CH:21]=[C:22]([O:24][C:25]3[CH:30]=[CH:29][C:28]([C:31]#[N:32])=[CH:27][CH:26]=3)[CH:23]=2)[C:18](O)=[O:19])=[C:12]([F:36])[CH:11]=1)=[O:7])([CH3:4])([CH3:3])[CH3:2].[C:37]([O:41][C:42](=[O:51])[NH:43][CH:44]1[CH2:49][CH2:48][CH:47]([NH2:50])[CH2:46][CH2:45]1)([CH3:40])([CH3:39])[CH3:38]>>[C:37]([O:41][C:42](=[O:51])[NH:43][CH:44]1[CH2:45][CH2:46][CH:47]([NH:50][C:18](=[O:19])[C:17]2[CH:21]=[C:22]([O:24][C:25]3[CH:30]=[CH:29][C:28]([C:31]#[N:32])=[CH:27][CH:26]=3)[CH:23]=[C:15]([O:14][C:13]3[C:12]([F:36])=[CH:11][C:10]([CH2:9][NH:8][C:6]([O:5][C:1]([CH3:2])([CH3:4])[CH3:3])=[O:7])=[CH:34][C:33]=3[F:35])[CH:16]=2)[CH2:48][CH2:49]1)([CH3:40])([CH3:38])[CH3:39]. Reported procedure: 3-[4-(tert-butoxycarbonylamino-methyl)-2,6-difluoro-phenoxy]-5-(4-cyano-phenoxy)-benzoic acid (0.6 g, 1.2 mmol) and (4-amino-cyclohexyl)-carbamic acid tert-butyl ester (0.28 g, 1.3 mmol) and other reagents as described in Example 9(e) were used to afford 0.4 g of the required product. 1H NMR (DMSO-d6): δ 1.24 (4H, m), 1.42 (18H, s), 1.8 (4H, m), 3.18 (1H, m), 3.64 (1H, m), 4.20 (2H, d), 6.74 (1H, d), 7.0 (1H, s), 7.16 (4H, m), 7.24 (1H, s), 7.38 (1H, s), 7.54 (1H, t), 7.88 (2H, d), 36 (1H, d).